This data is from the Open Reaction Database (ORD), a public repository of structured organic reaction records. The task is: describe an organic reaction: reactants, conditions, products, and yield Starting materials: CN(CCCN)C (N,N-dimethyl-1,3-propanediamine), 1,1-Carbonyldiimidazole, CC(CC(=O)NC=1SC2=C(N1)C(CCC2)C(=O)O)(C)C (2-(3,3-dimethylbutyrylamino)-4,5,6,7-tetrahydrobenzthiazol-4-carboxylic acid), resultant mixture. The reagents and catalysts are O (water). Run in C(Cl)Cl (CH2Cl2), C(Cl)Cl (CH2Cl2). Conditions: temperature 0 celsius, time 8 hour. Product: CN(CCCNC(=O)C1CCCC2=C1N=C(S2)NC(CC(C)(C)C)=O)C (2-(3,3-dimethylbutyrylamino)-4,5,6,7-tetrahydrobenzthiazol-4-carboxylic acid(3-dimethylaminopropyl)amide). Reaction SMILES: [CH3:1][C:2]([CH3:20])([CH3:19])[CH2:3][C:4]([NH:6][C:7]1[S:8][C:9]2[CH2:15][CH2:14][CH2:13][CH:12]([C:16]([OH:18])=O)[C:10]=2[N:11]=1)=[O:5].[CH3:21][N:22]([CH3:27])[CH2:23][CH2:24][CH2:25][NH2:26]>C(Cl)Cl.O>[CH3:21][N:22]([CH3:27])[CH2:23][CH2:24][CH2:25][NH:26][C:16]([CH:12]1[C:10]2[N:11]=[C:7]([NH:6][C:4](=[O:5])[CH2:3][C:2]([CH3:1])([CH3:20])[CH3:19])[S:8][C:9]=2[CH2:15][CH2:14][CH2:13]1)=[O:18]. Procedure: 1,1-Carbonyldiimidazole (CDI, 87 mg, 0.537 mmol) was added to a solution of 2-(3,3-dimethylbutyrylamino)-4,5,6,7-tetrahydrobenzthiazol-4-carboxylic acid (144 mg, 0.486 mmol) in CH2Cl2 (10 mL), and the resultant mixture was stirred for a period of 2 hours at room temperature. Following cooling of the suspension to 0° C., N,N-dimethyl-1,3-propanediamine (51 mg, 0.50 mmol), dissolved in CH2Cl2 (10 mL), was added dropwise over a period of 10 minutes. Following stirring for 1 hour at 0° C. and overni...